Dataset: the Open Reaction Database (ORD), a public repository of structured organic reaction records. Task: describe an organic reaction: reactants, conditions, products, and yield Starting materials: C(C(C)C)NC(C(=C[C@H]1[C@@H](N(C(O1)(C)C)C(=O)OCC1=CC=CC=C1)CC(C)C)CCOC1OCCCC1)=O (3-[(4S,5S)-3-benzyloxycarbonyl-2,2-dimethyl-4-isobutyloxazolidin-5-yl]-2-[2-(2-tetrahydropyranyloxy)ethyl]-2-propenoic acid isobutylamide). Reagents/catalysts: [Pd] (palladium black). Solvent: C(C)O (ethanol). Yields the product C(C(C)C)NC(C(C[C@@H]([C@H](CC(C)C)N)O)CCOC1OCCCC1)=O ((2RS,4S,5S)-5-amino-4-hydroxy-2-[2-(2-tetrahydropyranyloxy)ethyl]-7-methyl-octanoic acid isobutylamide). Isolated yield 92.7%. As a reaction SMILES: [CH2:1]([NH:5][C:6](=[O:39])[C:7]([CH2:30][CH2:31][O:32][CH:33]1[CH2:38][CH2:37][CH2:36][CH2:35][O:34]1)=[CH:8][C@@H:9]1[O:13]C(C)(C)[N:11](C(OCC2C=CC=CC=2)=O)[C@H:10]1[CH2:26][CH:27]([CH3:29])[CH3:28])[CH:2]([CH3:4])[CH3:3]>C(O)C.[Pd]>[CH2:1]([NH:5][C:6](=[O:39])[CH:7]([CH2:30][CH2:31][O:32][CH:33]1[CH2:38][CH2:37][CH2:36][CH2:35][O:34]1)[CH2:8][C@H:9]([OH:13])[C@@H:10]([NH2:11])[CH2:26][CH:27]([CH3:29])[CH3:28])[CH:2]([CH3:3])[CH3:4]. Procedure details: 101 mg of 3-[(4S,5S)-3-benzyloxycarbonyl-2,2-dimethyl-4-isobutyloxazolidin-5-yl]-2-[2-(2-tetrahydropyranyloxy)ethyl]-2-propenoic acid isobutylamide in 1 ml of ethanol and hydrogenated by using palladium black under atmospheric pressure. The reaction mixture was subjected to filtration, and the solvent was distilled off from the filtrate under reduced pressure to obtain 64 mg of (2RS,4S,5S)-5-amino-4-hydroxy-2-[2-(2-tetrahydropyranyloxy)ethyl]-7-methyl-octanoic acid isobutylamide as a colorless o... Reactants: C1(=CC=CC=C1)N1C=NC2=C(C1=O)SC=C2C2=CC=CC=C2 (3,7-Diphenylthieno[3,2-d]pyrimidin-4(3H)-one), NC1=C(SC=C1C1=CC=CC2=CC=CC=C12)C(=O)OC (methyl 3-amino-4-(naphthalen-1-yl)thiophene-2-carboxylate), C(OCC)(OCC)OCC (triethyl orthoformate), ClC1=CC=C(N)C=C1 (4-chloroaniline). Run in C(C)(=O)O (acetic acid). Product: ClC1=CC=C(C=C1)N1C=NC2=C(C1=O)SC=C2C2=CC=CC1=CC=CC=C21 (3-(4-Chlorophenyl)-7-(naphthalen-1-yl)thieno[3,2-d]pyrimidin-4(3H)-one). Isolated yield 46.3%. RXN SMILES: [C:1]1([N:7]2[C:12](=[O:13])[C:11]3[S:14][CH:15]=[C:16]([C:17]4[CH:22]=[CH:21][CH:20]=[CH:19][CH:18]=4)[C:10]=3[N:9]=[CH:8]2)[CH:6]=[CH:5][CH:4]=[CH:3][CH:2]=1.N[C:24]1[C:28]([C:29]2C3C(=CC=CC=3)C=CC=2)=CS[C:25]=1C(OC)=O.C(OCC)(OCC)OCC.[Cl:53]C1C=CC(N)=CC=1>C(O)(=O)C>[Cl:53][C:4]1[CH:5]=[CH:6][C:1]([N:7]2[C:12](=[O:13])[C:11]3[S:14][CH:15]=[C:16]([C:17]4[C:18]5[C:19](=[CH:25][CH:24]=[CH:28][CH:29]=5)[CH:20]=[CH:21][CH:22]=4)[C:10]=3[N:9]=[CH:8]2)=[CH:2][CH:3]=1. Reported procedure: In the same manner as the synthesis of Compound 1, methyl 3-amino-4-(naphthalen-1-yl)thiophene-2-carboxylate (43.8 mg, 0.15 mmol), triethyl orthoformate (0.32 ml), 4-chloroaniline (44.3 mg, 0.4 mmol), and acetic acid (0.04 ml) were used to give 27 mg (0.07 mmol, 46.3% yield) of the title compound. Reactants: C[O-], CO, CC(=O)SC1CC(C(N)=O)N(C)C1, Cl, [Na+]. Yields the product CN1CC(S)CC1C(N)=O, Cl. Reaction SMILES: [CH3:14][O-:15].[CH3:18][OH:19].[CH3:1][N:2]1[CH:3]([C:11](=[O:12])[NH2:13])[CH2:4][CH:5]([S:7][C:8](=[O:9])[CH3:10])[CH2:6]1.[ClH:17].[Na+:16]>>[CH3:1][N:2]1[CH:3]([C:11](=[O:12])[NH2:13])[CH2:4][CH:5]([SH:7])[CH2:6]1.[ClH:17]. Reactants: IC1=NN(C2=NC=NC(=C21)N)CCCN2CCOCC2 (3-iodo-1-(3-morpholinopropyl)-1H-pyrazolo[3,4-d]pyrimidin-4-amine), COC1=C(C=CC(=C1)B1OC(C(O1)(C)C)(C)C)NC(=O)C=1N(C2=CC=CC=C2C1)C (N2-[2-methoxy-4-(4,4,5,5-tetramethyl-1,3,2-dioxaborolan-2-yl)phenyl]-1-methyl-1H-2-indolecarboxamide), C([O-])([O-])=O.[Na+].[Na+] (sodium carbonate). The reagents and catalysts are C=1C=CC(=CC1)[P](C=2C=CC=CC2)(C=3C=CC=CC3)[Pd]([P](C=4C=CC=CC4)(C=5C=CC=CC5)C=6C=CC=CC6)([P](C=7C=CC=CC7)(C=8C=CC=CC8)C=9C=CC=CC9)[P](C=1C=CC=CC1)(C=1C=CC=CC1)C=1C=CC=CC1 (tetrakis(triphenylphosphine)palladium). Solvent: COCCOC (ethylene glycol dimethyl ether), O (water). Run at temperature 80 celsius, time 4.5 hour. The product is NC1=C2C(=NC=N1)N(N=C2C2=CC(=C(C=C2)NC(=O)C=2N(C1=CC=CC=C1C2)C)OC)CCCN2CCOCC2 (N2-{4-[4-amino-1-(3-morpholinopropyl)-1H-pyrazolo[3,4-d]pyrimidin-3-yl]-2-methoxyphenyl}-1-methyl-1H-2-indolecarboxamide). Isolated yield 56.2%. RXN SMILES: I[C:2]1[C:10]2[C:5](=[N:6][CH:7]=[N:8][C:9]=2[NH2:11])[N:4]([CH2:12][CH2:13][CH2:14][N:15]2[CH2:20][CH2:19][O:18][CH2:17][CH2:16]2)[N:3]=1.[CH3:21][O:22][C:23]1[CH:28]=[C:27](B2OC(C)(C)C(C)(C)O2)[CH:26]=[CH:25][C:24]=1[NH:38][C:39]([C:41]1[N:42]([CH3:50])[C:43]2[C:48]([CH:49]=1)=[CH:47][CH:46]=[CH:45][CH:44]=2)=[O:40].C(=O)([O-])[O-].[Na+].[Na+]>COCCOC.O.C1C=CC([P]([Pd]([P](C2C=CC=CC=2)(C2C=CC=CC=2)C2C=CC=CC=2)([P](C2C=CC=CC=2)(C2C=CC=CC=2)C2C=CC=CC=2)[P](C2C=CC=CC=2)(C2C=CC=CC=2)C2C=CC=CC=2)(C2C=CC=CC=2)C2C=CC=CC=2)=CC=1>[NH2:11][C:9]1[N:8]=[CH:7][N:6]=[C:5]2[N:4]([CH2:12][CH2:13][CH2:14][N:15]3[CH2:20][CH2:19][O:18][CH2:17][CH2:16]3)[N:3]=[C:2]([C:27]3[CH:26]=[CH:25][C:24]([NH:38][C:39]([C:41]4[N:42]([CH3:50])[C:43]5[C:48]([CH:49]=4)=[CH:47][CH:46]=[CH:45][CH:44]=5)=[O:40])=[C:23]([O:22][CH3:21])[CH:28]=3)[C:10]=12 |f:2.3.4,^1:67,69,88,107|. Procedure: A solution of 3-iodo-1-(3-morpholinopropyl)-1H-pyrazolo[3,4-d]pyrimidin-4-amine (0.244 g, 0.629 mmol) in ethylene glycol dimethyl ether (16 mL) was treated with N2-[2-methoxy-4-(4,4,5,5-tetramethyl-1,3,2-dioxaborolan-2-yl)phenyl]-1-methyl-1H-2-indolecarboxamide (0.281 g, 0.692 mmol), tetrakis(triphenylphosphine)palladium (0.044 g, 0.038 mmol), and a solution of sodium carbonate (0.160 g, 1.51 mmol) in water (8 mL). The reaction mixture was stirred for 4.5 h at 80° C. The organic solvent was remo... Starting materials: C(C)OC(=O)C1=C(NC=2C1=NC=CC2Cl)C (Ethyl-7-chloro-2-methyl-1H-pyrrolo[3,2-b]pyridine-3-carboxylate), C1(CC1)COC1=C(C=C(C=C1)F)B1OC(C(O1)(C)C)(C)C (2-(2-cyclopropylmethoxy-5-fluoro-phenyl)-4,4,5,5-tetramethyl-[1,3,2]dioxaborolane). The product is C1(CC1)COC1=C(C=C(C=C1)F)C1=C2C(=NC=C1)C(=C(N2)C)C(=O)OCC (Ethyl 7-[2-(cyclopropylmethoxy)-5-fluorophenyl]-2-methyl-1H-pyrrolo[3,2-b]pyridine-3-carboxylate). Reaction SMILES: [CH2:1]([O:3][C:4]([C:6]1[C:10]2=[N:11][CH:12]=[CH:13][C:14](Cl)=[C:9]2[NH:8][C:7]=1[CH3:16])=[O:5])[CH3:2].[CH:17]1([CH2:20][O:21][C:22]2[CH:27]=[CH:26][C:25]([F:28])=[CH:24][C:23]=2B2OC(C)(C)C(C)(C)O2)[CH2:19][CH2:18]1>>[CH:17]1([CH2:20][O:21][C:22]2[CH:23]=[CH:24][C:25]([F:28])=[CH:26][C:27]=2[C:14]2[CH:13]=[CH:12][N:11]=[C:10]3[C:6]([C:4]([O:3][CH2:1][CH3:2])=[O:5])=[C:7]([CH3:16])[NH:8][C:9]=23)[CH2:18][CH2:19]1. Procedure: Starting from ethyl-7-chloro-2-methyl-1H-pyrrolo[3,2-b]pyridine-3-carboxylate (example A3) and 2-(2-cyclopropylmethoxy-5-fluoro-phenyl)-4,4,5,5-tetramethyl-[1,3,2]dioxaborolane (example B.c4) the title compound is obtained as off-white solid.